Dataset: the Open Reaction Database (ORD), a public repository of structured organic reaction records. Task: describe an organic reaction: reactants, conditions, products, and yield Starting materials: ClC1=NC=NC2=CC(=C(C=C12)OCCCS(=O)(=O)C)OC (4-chloro-7-methoxy-6-(3-(methylsulfonyl)propoxy)quinazoline), C(C)(C)(C)C1=CC(=NO1)NC(=O)NC1=CC(=CC=C1)S (1-(5-tert-butylisoxazol-3-yl)-3-(3-mercaptophenyl)urea), [H-].[Na+] (sodium hydride). As a reaction SMILES: [H-].[Na+].[C:3]([C:7]1[O:11][N:10]=[C:9]([NH:12][C:13]([NH:15][C:16]2[CH:21]=[CH:20][CH:19]=[C:18]([SH:22])[CH:17]=2)=[O:14])[CH:8]=1)([CH3:6])([CH3:5])[CH3:4].Cl[C:24]1[C:33]2[C:28](=[CH:29][C:30]([O:42][CH3:43])=[C:31]([O:34][CH2:35][CH2:36][CH2:37][S:38]([CH3:41])(=[O:40])=[O:39])[CH:32]=2)[N:27]=[CH:26][N:25]=1>O1CCCC1.C(OCC)(=O)C.O>[C:3]([C:7]1[O:11][N:10]=[C:9]([NH:12][C:13]([NH:15][C:16]2[CH:21]=[CH:20][CH:19]=[C:18]([S:22][C:24]3[C:33]4[C:28](=[CH:29][C:30]([O:42][CH3:43])=[C:31]([O:34][CH2:35][CH2:36][CH2:37][S:38]([CH3:41])(=[O:39])=[O:40])[CH:32]=4)[N:27]=[CH:26][N:25]=3)[CH:17]=2)=[O:14])[CH:8]=1)([CH3:6])([CH3:4])[CH3:5] |f:0.1,5.6|. Reaction conditions: temperature 0 celsius, time 30 minute. Yield: 4.0%. The product is C(C)(C)(C)C1=CC(=NO1)NC(=O)NC1=CC(=CC=C1)SC1=NC=NC2=CC(=C(C=C12)OCCCS(=O)(=O)C)OC (1-(5-tert-butylisoxazol-3-yl)-3-(3-(7-methoxy-6-(3-(methylsulfonyl)propoxy)quinazolin-4-ylthio)phenyl)urea). The solvent is O1CCCC1 (tetrahydrofuran), O1CCCC1 (tetrahydrofuran), C(C)(=O)OCC.O (ethyl acetate water). Procedure details: To a suspension of sodium hydride (11 mg, 0.44 mmol) in anhydrous tetrahydrofuran (2 mL) cooled to 0° C., was added 1-(5-tert-butylisoxazol-3-yl)-3-(3-mercaptophenyl)urea from the previous step (117 mg, 0.40 mmol) as a solution in tetrahydrofuran (1 mL) and the mixture stirred at 0° C. for 30 minutes. To this suspension 4-chloro-7-methoxy-6-(3-(methylsulfonyl)propoxy)quinazoline from Example 41B Step 1 (133 mg, 0.40 mmol) was added and the resulting mixture was stirred at 0° C. and slowly allowe... Reactants: Cl (hydrochloric acid), C(C1=CC=CC=C1)(=O)C1=C(C(=O)OCC)C=C(C(=C1[N+](=O)[O-])O)OC (ethyl 2-benzoyl-4-hydroxy-5-methoxy-3-nitrobenzoate), C(C)(=O)OCC (ethyl acetate), [Cl-].[Al+3].[Cl-].[Cl-] (aluminum chloride). Solvent: N1=CC=CC=C1 (pyridine). Conditions: temperature 77 celsius, time 2 hour. Yields the product C(C1=CC=CC=C1)(=O)C1=C(C(=O)OCC)C=C(C(=C1[N+](=O)[O-])O)O (Ethyl 2-benzoyl-4,5-dihydroxy-3-nitrobenzoate). The yield is 55.6%. RXN SMILES: [C:1]([C:9]1[C:19]([N+:20]([O-:22])=[O:21])=[C:18]([OH:23])[C:17]([O:24]C)=[CH:16][C:10]=1[C:11]([O:13][CH2:14][CH3:15])=[O:12])(=[O:8])[C:2]1[CH:7]=[CH:6][CH:5]=[CH:4][CH:3]=1.C(OCC)(=O)C.[Cl-].[Al+3].[Cl-].[Cl-].Cl>N1C=CC=CC=1>[C:1]([C:9]1[C:19]([N+:20]([O-:22])=[O:21])=[C:18]([OH:23])[C:17]([OH:24])=[CH:16][C:10]=1[C:11]([O:13][CH2:14][CH3:15])=[O:12])(=[O:8])[C:2]1[CH:7]=[CH:6][CH:5]=[CH:4][CH:3]=1 |f:2.3.4.5|. Procedure: To a mixture of ethyl 2-benzoyl-4-hydroxy-5-methoxy-3-nitrobenzoate (reference example 18-1) (806 mg) and ethyl acetate (10 mL) were added aluminum chloride (610 mg) and pyridine (0.889 mL). The mixture was stirred at 77° C. for 2 hours. After cooling to room temperature, 2 mol/L hydrochloric acid was added to the mixture. The separated organic layer was washed with brine successively, dried over anhydrous magnesium sulfate, and concentrated under reduced pressure. The residue was triturated wit...